Dataset: the Open Reaction Database (ORD), a public repository of structured organic reaction records. Task: describe an organic reaction: reactants, conditions, products, and yield The reactants are C(C1=CC=CC=C1)OC(CCl)CCl (2-benzyloxy-1,3-dichloro-propane), C(C)(C)N (iso-propylamine). Solvent: O (water). Conditions: temperature 90 celsius. Product: 17.4, C(C1=CC=CC=C1)OC1CN(C1)C(C)C (3-benzyloxy-1-(iso-propyl)azetidine). Yield: 85.0%. Reaction SMILES: [CH2:1]([O:8][CH:9]([CH2:12]Cl)[CH2:10]Cl)[C:2]1[CH:7]=[CH:6][CH:5]=[CH:4][CH:3]=1.[CH:14]([NH2:17])([CH3:16])[CH3:15]>O>[CH2:1]([O:8][CH:9]1[CH2:12][N:17]([CH:14]([CH3:16])[CH3:15])[CH2:10]1)[C:2]1[CH:7]=[CH:6][CH:5]=[CH:4][CH:3]=1. Procedure details: 21.9 parts of 2-benzyloxy-1,3-dichloro-propane, 59.1 parts of iso-propylamine and 59.1 parts of water were added to an autoclave, and the mixture was heated at 90° C. for 48 hours with agitation. The reaction mixture was cooled and treated in the same manner as in Example 29, followed by distillation under reduced pressure. As a result 17.4 parts of 3-benzyloxy-1-(iso-propyl)azetidine boiling at 105° - 107° C. under 2 mm Hg were obtained. The yield was 85%. The results of infra-red spectrum anal... Starting materials: PTFE, [OH-].[Na+] (NaOH), Cl.NC1C(CCCC1)O (rac-2-amino-1-cyclohexanol HCl), ClC1=C(C=CC=C1)I (2-Chloro-1-iodobenzene), C(C)(C)O (isopropyl alcohol), Teflon. Reagents/catalysts: [Cu]I (CuI). The solvent is [Cl-].[Na+].O (brine). Conditions: temperature 90 celsius, time 48 hour. The product is ClC1=C(C=CC=C1)N[C@H]1[C@@H](CCCC1)O (trans-2-(2-Chlorophenylamino)cyclohexanol). Isolated yield 91.0%. As a reaction SMILES: [OH-].[Na+].Cl.[NH2:4][CH:5]1[CH2:10][CH2:9][CH2:8][CH2:7][CH:6]1[OH:11].[Cl:12][C:13]1[CH:18]=[CH:17][CH:16]=[CH:15][C:14]=1I.C(O)(C)C>[Cl-].[Na+].O.[Cu]I>[Cl:12][C:13]1[CH:18]=[CH:17][CH:16]=[CH:15][C:14]=1[NH:4][C@@H:5]1[CH2:10][CH2:9][CH2:8][CH2:7][C@H:6]1[OH:11] |f:0.1,2.3,6.7.8|. Reported procedure: A 15 mL screw top test tube fitted with a PTFE septum cap was purged with argon before addition of CuI (5.0 mg, 0.026 mmol, 2.6 mol %), NaOH (125 mg, 3.12 mmol) and rac-2-amino-1-cyclohexanol HCl (158 mg, 1.04 mmol). 2-Chloro-1-iodobenzene (152 μL, 1.25 mmol) and isopropyl alcohol (1.0 mL) were added, via syringe, under argon. The septum cap was replaced with a solid, Teflon-lined cap and the reaction was stirred magnetically at 90° C. for 48 h. The resulting homogeneous solution was allowed to ... Starting materials: CNC1CCN(CCNC(=O)Nc2cc(C)nc(C)c2)CC1, ClCCl, O=S(=O)(Cl)c1ccccc1. RXN SMILES: [CH3:1][c:2]1[n:3][c:4]([CH3:22])[cH:5][c:6]([NH:8][C:9](=[O:10])[NH:11][CH2:12][CH2:13][N:14]2[CH2:15][CH2:16][CH:17]([NH:20][CH3:21])[CH2:18][CH2:19]2)[cH:7]1.[Cl:33][CH2:34][Cl:35].[c:23]1([S:29](=[O:30])(=[O:31])[Cl:32])[cH:24][cH:25][cH:26][cH:27][cH:28]1>>[CH3:1][c:2]1[n:3][c:4]([CH3:22])[cH:5][c:6]([NH:8][C:9](=[O:10])[NH:11][CH2:12][CH2:13][N:14]2[CH2:15][CH2:16][CH:17]([N:20]([CH3:21])[S:29]([c:23]3[cH:24][cH:25][cH:26][cH:27][cH:28]3)(=[O:30])=[O:31])[CH2:18][CH2:19]2)[cH:7]1. Yields the product Cc1cc(NC(=O)NCCN2CCC(N(C)S(=O)(=O)c3ccccc3)CC2)cc(C)n1. The reactants are N#CC(CCOC1CCCCO1)c1ccc(Cl)c(Cl)c1, CCO, [H][H], [NH4+], [OH-]. The product is NCC(CCOC1CCCCO1)c1ccc(Cl)c(Cl)c1. As a reaction SMILES: [C:1](#[N:2])[CH:3]([CH2:4][CH2:5][O:6][CH:7]1[O:8][CH2:9][CH2:10][CH2:11][CH2:12]1)[c:13]1[cH:14][c:15]([Cl:20])[c:16]([Cl:19])[cH:17][cH:18]1.[CH3:23][CH2:24][OH:25].[H:21][H:22].[NH4+:26].[OH-:27]>>[CH2:1]([NH2:2])[CH:3]([CH2:4][CH2:5][O:6][CH:7]1[O:8][CH2:9][CH2:10][CH2:11][CH2:12]1)[c:13]1[cH:14][c:15]([Cl:20])[c:16]([Cl:19])[cH:17][cH:18]1.